describe an organic reaction: reactants, conditions, products, and yield From a dataset of the Open Reaction Database (ORD), a public repository of structured organic reaction records. Starting materials: C(C=C)(=O)OCCCC (butyl acrylate), C1=CC=CC1 (cyclopentadiene), C1C=CC2C1C3CC2C=C3 (dicyclopentadiene). Conditions: time 1 hour. Product: C(CCC)OC(=O)C1C2C=CC(C1)C2 (Norborn-2-ene-5-carboxylic acid butyl ester). The yield is 93.0%. Reaction SMILES: [C:1]([O:5][CH2:6][CH2:7][CH2:8][CH3:9])(=[O:4])[CH:2]=[CH2:3].C1CC=CC=1.[CH2:15]1[CH:19]2[CH:20]3C=CC([CH:18]2C=[CH:16]1)C3>>[CH2:6]([O:5][C:1]([CH:2]1[CH2:18][CH:19]2[CH2:20][CH:3]1[CH:16]=[CH:15]2)=[O:4])[CH2:7][CH2:8][CH3:9]. Procedure: A mixture of butyl acrylate (41.62 g, 0.032 mol) and cyclopentadiene (31.76 g, 0.48 mol, freshly prepared from dicyclopentadiene) was stirred in a flask with cooling in a cold water bath. After 1 hour, the mixture was stirred at 55° C. for 30 minutes. The mixture was then distilled under reduced pressure (60-65° C. @0.4 mmHg) to give the product as a colorless oil (yield 70.29 g, 93%).